Dataset: the Open Reaction Database (ORD), a public repository of structured organic reaction records. Task: describe an organic reaction: reactants, conditions, products, and yield The reactants are CCNC, CCO, O=S(=O)(c1ccccc1)n1ccc2cc(O)c(F)cc21. The product is CCN(C)Cc1c(O)c(F)cc2c1ccn2S(=O)(=O)c1ccccc1. Reaction SMILES: [CH2:1]([CH3:2])[NH:3][CH3:4].[CH3:25][CH2:26][OH:27].[F:5][c:6]1[c:7]([OH:24])[cH:8][c:9]2[cH:10][cH:11][n:12]([S:15](=[O:16])(=[O:17])[c:18]3[cH:19][cH:20][cH:21][cH:22][cH:23]3)[c:13]2[cH:14]1>>[CH2:1]([CH3:2])[N:3]([CH3:4])[CH2:25][c:8]1[c:7]([OH:24])[c:6]([F:5])[cH:14][c:13]2[c:9]1[cH:10][cH:11][n:12]2[S:15](=[O:16])(=[O:17])[c:18]1[cH:19][cH:20][cH:21][cH:22][cH:23]1. Starting materials: N12CC(C(CC1)CC2)N (1-aza-bicyclo[2.2.2]oct-3-ylamine), C(=O)(C(F)(F)F)O (TFA), C(C)C1=NNC=2N=C(C=C(C21)C(=O)O)C2=CC=C(C=C2)O (3-ethyl-6-(4-hydroxy-phenyl)-1H-pyrazolo[3,4-b]pyridine-4-carboxylic acid), [B-](F)(F)(F)F.CCOC(=O)C(=NOC(=[N+](C)C)N(C)C)C#N (TOTU). Run in CN(C)C=O (DMF), CN(C)C=O (DMF), CN1CCOCC1 (N-methyl morpholine), CN(C)C=O (DMF). Yields the product N12CC(C(CC1)CC2)NC(=O)C=2C1=C(N=C(C2)C2=CC=C(C=C2)O)NN=C1CC (3-ethyl-6-(4-hydroxy-phenyl)-1H-pyrazolo[3,4-b]pyridine-4-carboxylic acid (1-aza-bicyclo[2.2.2]oct-3-yl)-amide), C(=O)(C(F)(F)F)O (TFA). As a reaction SMILES: [N:1]12[CH2:8][CH2:7][CH:4]([CH2:5][CH2:6]1)[CH:3]([NH2:9])[CH2:2]2.[CH2:10]([C:12]1[C:20]2[C:19]([C:21](O)=[O:22])=[CH:18][C:17]([C:24]3[CH:29]=[CH:28][C:27]([OH:30])=[CH:26][CH:25]=3)=[N:16][C:15]=2[NH:14][N:13]=1)[CH3:11].[B-](F)(F)(F)F.CCOC(C(C#N)=NOC(N(C)C)=[N+](C)C)=O.[C:53]([OH:59])([C:55]([F:58])([F:57])[F:56])=[O:54]>CN(C=O)C.CN1CCOCC1>[N:1]12[CH2:8][CH2:7][CH:4]([CH2:5][CH2:6]1)[CH:3]([NH:9][C:21]([C:19]1[C:20]3[C:12]([CH2:10][CH3:11])=[N:13][NH:14][C:15]=3[N:16]=[C:17]([C:24]3[CH:25]=[CH:26][C:27]([OH:30])=[CH:28][CH:29]=3)[CH:18]=1)=[O:22])[CH2:2]2.[C:53]([OH:59])([C:55]([F:58])([F:57])[F:56])=[O:54] |f:2.3|. Procedure details: To a solution of 1-aza-bicyclo[2.2.2]oct-3-ylamine (17 mg, 0.135 mmol) in 1 mL of DMF, N-methyl morpholine was added (42 mg, 0.42 mmol) followed by 3-ethyl-6-(4-hydroxy-phenyl)-1H-pyrazolo[3,4-b]pyridine-4-carboxylic acid (34 mg, 0.12 mmol) dissolved in 0.5 mL of DMF. Then a solution of TOTU (43 mg, 0.13 mmol) in 0.5 mL DMF was added and the mixture stirred at r.t. over the weekend. The mixture was treated with 0.1 mL TFA, filtered off and purified by prep. HPLC to obtain the desired product 3-e... Starting materials: O=S(=O)(Cl)C1CC1, CC(N)C(Oc1cccc2c1cnn2-c1ccc(F)cc1)c1ccccc1. Yields the product CC(NS(=O)(=O)C1CC1)C(Oc1cccc2c1cnn2-c1ccc(F)cc1)c1ccccc1. RXN SMILES: [CH:28]1([S:31](=[O:32])(=[O:33])[Cl:34])[CH2:29][CH2:30]1.[F:1][c:2]1[cH:3][cH:4][c:5](-[n:8]2[n:9][cH:10][c:11]3[c:12]([O:17][CH:18]([CH:19]([CH3:20])[NH2:21])[c:22]4[cH:23][cH:24][cH:25][cH:26][cH:27]4)[cH:13][cH:14][cH:15][c:16]23)[cH:6][cH:7]1>>[F:1][c:2]1[cH:3][cH:4][c:5](-[n:8]2[n:9][cH:10][c:11]3[c:12]([O:17][CH:18]([CH:19]([CH3:20])[NH:21][S:31]([CH:28]4[CH2:29][CH2:30]4)(=[O:32])=[O:33])[c:22]4[cH:23][cH:24][cH:25][cH:26][cH:27]4)[cH:13][cH:14][cH:15][c:16]23)[cH:6][cH:7]1. The reactants are O=C(NOCc1ccccc1)c1ccc(O)cc1, COc1ccc(C2(C(=O)Cl)CCCCC2)cc1, CCOC(C)=O, CN(C)c1ccncc1, C1CCOC1. Product: COc1ccc(C2(C(=O)Oc3ccc(C(=O)NOCc4ccccc4)cc3)CCCCC2)cc1. As a reaction SMILES: [CH2:1]([c:2]1[cH:3][cH:4][cH:5][cH:6][cH:7]1)[O:8][NH:9][C:10]([c:11]1[cH:12][cH:13][c:14]([OH:17])[cH:15][cH:16]1)=[O:18].[CH3:19][O:20][c:21]1[cH:22][cH:23][c:24]([C:27]2([C:33](=[O:34])[Cl:35])[CH2:28][CH2:29][CH2:30][CH2:31][CH2:32]2)[cH:25][cH:26]1.[CH3:36][CH2:37][O:38][C:39](=[O:40])[CH3:41].[CH3:42][N:43]([CH3:44])[c:45]1[cH:46][cH:47][n:48][cH:49][cH:50]1.[O:51]1[CH2:52][CH2:53][CH2:54][CH2:55]1>>[CH2:1]([c:2]1[cH:3][cH:4][cH:5][cH:6][cH:7]1)[O:8][NH:9][C:10]([c:11]1[cH:12][cH:13][c:14]([O:17][C:33]([C:27]2([c:24]3[cH:23][cH:22][c:21]([O:20][CH3:19])[cH:26][cH:25]3)[CH2:28][CH2:29][CH2:30][CH2:31][CH2:32]2)=[O:34])[cH:15][cH:16]1)=[O:18]. Starting materials: Cl (HCl), [OH-].[Na+] (NaOH), COC(COC1=CC2=CC=C(C=C2C=C1)CNC(=O)C1=C(OC(=C1)C1=CC=C(C=C1)Cl)C)=O ([6-({[5-(4-chloro-phenyl)-2-methyl-furan-3-carbonyl]-amino}-methyl)-naphthalen-2-yloxy]-acetic acid methyl ester), O (water). Run in C1CCOC1 (THF). Conditions: time 8 hour. Product: ClC1=CC=C(C=C1)C1=CC(=C(O1)C)C(=O)NCC=1C=C2C=CC(=CC2=CC1)OCC(=O)O ([6-({[5-(4-Chloro-phenyl)-2-methyl-furan-3-carbonyl]-amino}-methyl)-naphthalen-2-yloxy]-acetic acid). The yield is 82.2%. As a reaction SMILES: [OH-].[Na+].C[O:4][C:5](=[O:35])[CH2:6][O:7][C:8]1[CH:17]=[CH:16][C:15]2[C:10](=[CH:11][CH:12]=[C:13]([CH2:18][NH:19][C:20]([C:22]3[CH:26]=[C:25]([C:27]4[CH:32]=[CH:31][C:30]([Cl:33])=[CH:29][CH:28]=4)[O:24][C:23]=3[CH3:34])=[O:21])[CH:14]=2)[CH:9]=1.O.Cl>C1COCC1>[Cl:33][C:30]1[CH:29]=[CH:28][C:27]([C:25]2[O:24][C:23]([CH3:34])=[C:22]([C:20]([NH:19][CH2:18][C:13]3[CH:14]=[C:15]4[C:10](=[CH:11][CH:12]=3)[CH:9]=[C:8]([O:7][CH2:6][C:5]([OH:35])=[O:4])[CH:17]=[CH:16]4)=[O:21])[CH:26]=2)=[CH:32][CH:31]=1 |f:0.1|. Reported procedure: 1 N NaOH (514 μL, 0.514 mmol) was added under nitrogen to a solution of [6-({[5-(4-chloro-phenyl)-2-methyl-furan-3-carbonyl]-amino}-methyl)-naphthalen-2-yloxy]-acetic acid methyl ester (239 mg, 0.514 mmol), prepared in the previous step, in 30 mL of THF plus 15 mL of water. After the addition the reaction was stirred at room temperature for 20 h (overnight). 1 N HCl (1 mL) was added and the reaction then concentrated under reduced pressure to remove the THF. The solid present was removed by filt... Reactants: CCO, COc1ccc(CC2NC(=O)OC2c2ccc(F)cc2)cc1, [Na+], [OH-]. Yields the product COc1ccc(CC(N)C(O)c2ccc(F)cc2)cc1. As a reaction SMILES: [CH3:25][CH2:26][OH:27].[F:1][c:2]1[cH:3][cH:4][c:5]([CH:8]2[CH:9]([CH2:14][c:15]3[cH:16][cH:17][c:18]([O:21][CH3:22])[cH:19][cH:20]3)[NH:10][C:11](=[O:13])[O:12]2)[cH:6][cH:7]1.[Na+:24].[OH-:23]>>[F:1][c:2]1[cH:3][cH:4][c:5]([CH:8]([CH:9]([NH2:10])[CH2:14][c:15]2[cH:16][cH:17][c:18]([O:21][CH3:22])[cH:19][cH:20]2)[OH:12])[cH:6][cH:7]1. The reactants are CCO, CCN(C(C)C)C(C)C, N#CCN1CCN(S(=O)(=O)c2cc3ccc(Cl)cc3s2)CC1, S. Product: NC(=S)CN1CCN(S(=O)(=O)c2cc3ccc(Cl)cc3s2)CC1. As a reaction SMILES: [CH3:33][CH2:34][OH:35].[CH:23]([N:24]([CH:25]([CH3:26])[CH3:27])[CH2:28][CH3:29])([CH3:30])[CH3:31].[Cl:1][c:2]1[cH:3][cH:4][c:5]2[c:6]([s:7][c:8]([S:10](=[O:11])(=[O:12])[N:13]3[CH2:14][CH2:15][N:16]([CH2:19][C:20]#[N:21])[CH2:17][CH2:18]3)[cH:9]2)[cH:22]1.[SH2:32]>>[Cl:1][c:2]1[cH:3][cH:4][c:5]2[c:6]([s:7][c:8]([S:10](=[O:11])(=[O:12])[N:13]3[CH2:14][CH2:15][N:16]([CH2:19][C:20]([NH2:21])=[S:32])[CH2:17][CH2:18]3)[cH:9]2)[cH:22]1. The reactants are COCCO, Cl, COC(=O)c1cc([N+](=O)[O-])c(-c2ccccc2)c([N+](=O)[O-])c1, [Na+], [OH-], O. Yields the product O=C(O)c1cc([N+](=O)[O-])c(-c2ccccc2)c([N+](=O)[O-])c1. Reaction SMILES: [CH3:24][O:25][CH2:26][CH2:27][OH:28].[ClH:23].[N+:1](=[O:2])([O-:3])[c:4]1[cH:5][c:6]([C:7](=[O:8])[O:9][CH3:10])[cH:11][c:12]([N+:20](=[O:21])[O-:22])[c:13]1-[c:14]1[cH:15][cH:16][cH:17][cH:18][cH:19]1.[Na+:30].[OH-:29].[OH2:31]>>[N+:1](=[O:2])([O-:3])[c:4]1[cH:5][c:6]([C:7](=[O:8])[OH:9])[cH:11][c:12]([N+:20](=[O:21])[O-:22])[c:13]1-[c:14]1[cH:15][cH:16][cH:17][cH:18][cH:19]1. Starting materials: C1C(CCC2=CC=CC=C12)=NN1C(C(=C(C2=CC=CC=C12)O)C1=NS(C2=C(N1)C=CC=C2)(=O)=O)=O (1-[3,4-dihydronaphthalen-2(1H)-ylideneamino]-3-(1,1-dioxido-4H-1,2,4-benzothiadiazin-3-yl)-4-hydroxyquinolin-2(1H)-one), CO (methanol), solution, [BH4-].[Li+] (lithium borohydride), Cl (hydrochloric acid). The solvent is O1CCCC1 (tetrahydrofuran), O1CCCC1 (tetrahydrofuran), O (water). Run at temperature 25 celsius, time 1 hour. Yields the product O=S1(N=C(NC2=C1C=CC=C2)C=2C(N(C1=CC=CC=C1C2O)NC2CC1=CC=CC=C1CC2)=O)=O (3-(1,1-dioxido-4H-1,2,4-benzothiadiazin-3-yl)-4-hydroxy-1-[1,2,3,4-tetrahydronaphthalen-2-ylamino]quinolin-2(1H)-one). Reaction SMILES: [CH2:1]1[C:10]2[C:5](=[CH:6][CH:7]=[CH:8][CH:9]=2)[CH2:4][CH2:3][C:2]1=[N:11][N:12]1[C:21]2[C:16](=[CH:17][CH:18]=[CH:19][CH:20]=2)[C:15]([OH:22])=[C:14]([C:23]2[NH:28][C:27]3[CH:29]=[CH:30][CH:31]=[CH:32][C:26]=3[S:25](=[O:34])(=[O:33])[N:24]=2)[C:13]1=[O:35].CO.[BH4-].[Li+].Cl>O1CCCC1.O>[O:34]=[S:25]1(=[O:33])[C:26]2[CH:32]=[CH:31][CH:30]=[CH:29][C:27]=2[NH:28][C:23]([C:14]2[C:13](=[O:35])[N:12]([NH:11][CH:2]3[CH2:3][CH2:4][C:5]4[C:10](=[CH:9][CH:8]=[CH:7][CH:6]=4)[CH2:1]3)[C:21]3[C:16]([C:15]=2[OH:22])=[CH:17][CH:18]=[CH:19][CH:20]=3)=[N:24]1 |f:2.3|. Reported procedure: The product of Example 247A (0.070 g, 0.14 mmol) in tetrahydrofuran (2.0 mL) and methanol (0.010 mL, 0.25 mmol) at 0° C. was treated with dropwise addition of a 2.0M solution of lithium borohydride in tetrahydrofuran (0.110 mL, 0.22 mmol). The reaction was stirred at 25° C. for 1 hour, acidified with 1 M hydrochloric acid to a pH of approximately 2-4, diluted with water, and the resulting precipitate was collected by filtration and dried. The crude product was chromatographed on silica gel with ... Starting materials: O=Cc1ccc2cc(Br)ccc2c1, CCO, CCOC(C)=O, [Na+], [Na+], O=C([O-])[O-], O, [Pd], c1ccc(P(c2ccccc2)c2ccccc2)cc1, COc1ccc(B(O)O)cc1-c1ccccc1, Cc1ccccc1, c1ccc(P(c2ccccc2)c2ccccc2)cc1, c1ccc(P(c2ccccc2)c2ccccc2)cc1, c1ccc(P(c2ccccc2)c2ccccc2)cc1. Yields the product COc1ccc(-c2ccc3cc(C=O)ccc3c2)cc1-c1ccccc1. As a reaction SMILES: [Br:18][c:19]1[cH:20][c:21]2[cH:22][cH:23][c:24]([CH:29]=[O:30])[cH:25][c:26]2[cH:27][cH:28]1.[CH2:37]([OH:38])[CH3:39].[CH3:48][CH2:49][O:50][C:51](=[O:52])[CH3:53].[Na+:31].[Na+:32].[O-:33][C:34](=[O:35])[O-:36].[OH2:47].[Pd:54].[c:112]1([P:113]([c:114]2[cH:115][cH:116][cH:117][cH:118][cH:119]2)[c:120]2[cH:121][cH:122][cH:123][cH:124][cH:125]2)[cH:126][cH:127][cH:128][cH:129][cH:130]1.[c:1]1(-[c:7]2[cH:8][c:9]([B:15]([OH:16])[OH:17])[cH:10][cH:11][c:12]2[O:13][CH3:14])[cH:2][cH:3][cH:4][cH:5][cH:6]1.[c:40]1([CH3:41])[cH:42][cH:43][cH:44][cH:45][cH:46]1.[c:55]1([P:56]([c:57]2[cH:58][cH:59][cH:60][cH:61][cH:62]2)[c:63]2[cH:64][cH:65][cH:66][cH:67][cH:68]2)[cH:69][cH:70][cH:71][cH:72][cH:73]1.[c:74]1([P:75]([c:76]2[cH:77][cH:78][cH:79][cH:80][cH:81]2)[c:82]2[cH:83][cH:84][cH:85][cH:86][cH:87]2)[cH:88][cH:89][cH:90][cH:91][cH:92]1.[c:93]1([P:94]([c:95]2[cH:96][cH:97][cH:98][cH:99][cH:100]2)[c:101]2[cH:102][cH:103][cH:104][cH:105][cH:106]2)[cH:107][cH:108][cH:109][cH:110][cH:111]1>>[c:1]1(-[c:7]2[cH:8][c:9](-[c:19]3[cH:20][c:21]4[cH:22][cH:23][c:24]([CH:29]=[O:30])[cH:25][c:26]4[cH:27][cH:28]3)[cH:10][cH:11][c:12]2[O:13][CH3:14])[cH:2][cH:3][cH:4][cH:5][cH:6]1.